Dataset: the Open Reaction Database (ORD), a public repository of structured organic reaction records. Task: describe an organic reaction: reactants, conditions, products, and yield Reactants: C[Si](OC1=NC=CC(=C1)O[Si](C)(C)C)(C)C (2,4-bis(trimethylsilyloxy)-pyridine), C(C1=CC=CC=C1)(=O)Cl (benzoyl chloride), stannic chloride. Run in ClCCl (dichloromethane). Reaction conditions: time 1 hour. Product: C(C1=CC=CC=C1)(=O)OC1=NC=CC(=C1)OC(C1=CC=CC=C1)=O (2,4-dibenzoyloxypyridine). Yield: 24.6%. As a reaction SMILES: C[Si](C)(C)[O:3][C:4]1[CH:9]=[C:8]([O:10][Si](C)(C)C)[CH:7]=[CH:6][N:5]=1.[C:17](Cl)(=[O:24])[C:18]1[CH:23]=[CH:22][CH:21]=[CH:20][CH:19]=1>ClCCl>[C:17]([O:3][C:4]1[CH:9]=[C:8]([O:10][C:17](=[O:24])[C:18]2[CH:23]=[CH:22][CH:21]=[CH:20][CH:19]=2)[CH:7]=[CH:6][N:5]=1)(=[O:24])[C:18]1[CH:23]=[CH:22][CH:21]=[CH:20][CH:19]=1. Procedure: To 4.0 g of 2,4-bis(trimethylsilyloxy)-pyridine in 50 ml of dichloromethane were added 2.65 g of benzoyl chloride and 0.2 ml of stannic chloride, and the mixture was stirred at room temperature for one hour. The solvent was distilled off and the residue was subjected to silica gel chromatography using ethyl acetate-benzene (2:3) as an eluent to produce 0.74 g of the title compound in a yield of 14.8%. The reactants are Cc1ccccc1, C=CCN1CCN(c2ccccc2)CC1c1ccc(Cl)cc1, Cl, Cl, Cl, [Na+], [OH-], O, Cl[Ru](Cl)Cl. Product: Clc1ccc(C2CN(c3ccccc3)CCN2)cc1. RXN SMILES: [CH3:33][c:34]1[cH:35][cH:36][cH:37][cH:38][cH:39]1.[Cl:3][c:4]1[cH:5][cH:6][c:7]([CH:10]2[N:11]([CH2:22][CH:23]=[CH2:24])[CH2:12][CH2:13][N:14]([c:16]3[cH:17][cH:18][cH:19][cH:20][cH:21]3)[CH2:15]2)[cH:8][cH:9]1.[ClH:1].[ClH:26].[ClH:2].[Na+:28].[OH-:27].[OH2:25].[Ru:29]([Cl:30])([Cl:31])[Cl:32]>>[Cl:3][c:4]1[cH:5][cH:6][c:7]([CH:10]2[NH:11][CH2:12][CH2:13][N:14]([c:16]3[cH:17][cH:18][cH:19][cH:20][cH:21]3)[CH2:15]2)[cH:8][cH:9]1. Reactants: BrC=1C=C2C=CC(=CC2=CC1)C(=O)N(C(C)C)C(C)C (6-bromo-N,N-diisopropyl-2-naphthamide), CC(C(=O)C=1N=CN(C1)C(C1=CC=CC=C1)(C1=CC=CC=C1)C1=CC=CC=C1)C (2-methyl-1-(1-trityl-1H-imidazol-4-yl)-1-propanone), C1(=CC=CC=C1)C (toluene), C(CCC)[Li] (butyllithium). The solvent is O (Water), C1CCOC1 (THF), C1CCOC1 (THF), CCCCCC (hexane). Reaction conditions: time 30 minute. The product is OC(C(C)C)(C=1N=CN(C1)C(C1=CC=CC=C1)(C1=CC=CC=C1)C1=CC=CC=C1)C=1C=C2C=CC(=CC2=CC1)C(=O)N(C(C)C)C(C)C (6-[1-hydroxy-2-methyl-1-(1-trityl-1H-imidazol-4-yl)propyl]-N,N-diisopropyl-2-naphthamide). The yield is 89.6%. RXN SMILES: C1(C)C=CC=CC=1.C([Li])CCC.Br[C:14]1[CH:15]=[C:16]2[C:21](=[CH:22][CH:23]=1)[CH:20]=[C:19]([C:24]([N:26]([CH:30]([CH3:32])[CH3:31])[CH:27]([CH3:29])[CH3:28])=[O:25])[CH:18]=[CH:17]2.[CH3:33][CH:34]([CH3:61])[C:35]([C:37]1[N:38]=[CH:39][N:40]([C:42]([C:55]2[CH:60]=[CH:59][CH:58]=[CH:57][CH:56]=2)([C:49]2[CH:54]=[CH:53][CH:52]=[CH:51][CH:50]=2)[C:43]2[CH:48]=[CH:47][CH:46]=[CH:45][CH:44]=2)[CH:41]=1)=[O:36]>CCCCCC.C1COCC1.O>[OH:36][C:35]([C:14]1[CH:15]=[C:16]2[C:21](=[CH:22][CH:23]=1)[CH:20]=[C:19]([C:24]([N:26]([CH:30]([CH3:32])[CH3:31])[CH:27]([CH3:29])[CH3:28])=[O:25])[CH:18]=[CH:17]2)([C:37]1[N:38]=[CH:39][N:40]([C:42]([C:55]2[CH:60]=[CH:59][CH:58]=[CH:57][CH:56]=2)([C:49]2[CH:50]=[CH:51][CH:52]=[CH:53][CH:54]=2)[C:43]2[CH:48]=[CH:47][CH:46]=[CH:45][CH:44]=2)[CH:41]=1)[CH:34]([CH3:61])[CH3:33]. Procedure details: To a solution of toluene (1000 mL) containing a solution (1.6 M : 98.3 mL) of butyllithium in hexane was dropwise added a solution (250 mL) of 6-bromo-N,N-diisopropyl-2-naphthamide (50.0 g) in THF at −70° C. The mixture was stirred at the same temperature for 30 min., and a solution (200 mL) of 2-methyl-1-(1-trityl-1H-imidazol-4-yl)-1-propanone (47.5 g) in THF was added dropwise. The mixture was stirred for 20 min. Water was added and the organic layer was separated, and the aqueous layer was ex... The reactants are Cl.COC1=CC=C(C=C1)C1=CC(=NN1C1=CC=C(OCCN)C=C1)C(F)(F)F (2-{4-[5-(4-Methoxyphenyl)-3-(trifluoromethyl)-1H-pyrazol-1-yl]phenoxy}ethanamine hydrochloride), CS(=O)(=O)Cl (methanesulfonyl chloride). The solvent is ClCCl (dichloromethane), C(C)N(CC)CC (triethylamine). The product is COC1=CC=C(C=C1)C1=CC(=NN1C1=CC=C(OCCNS(=O)(=O)C)C=C1)C(F)(F)F (N-(2-{4-[5-(4-Methoxyphenyl)-3-(trifluoromethyl)-1H-pyrazol-1-yl]phenoxy}ethyl)methanesulfonamide). RXN SMILES: Cl.[CH3:2][O:3][C:4]1[CH:9]=[CH:8][C:7]([C:10]2[N:14]([C:15]3[CH:24]=[CH:23][C:18]([O:19][CH2:20][CH2:21][NH2:22])=[CH:17][CH:16]=3)[N:13]=[C:12]([C:25]([F:28])([F:27])[F:26])[CH:11]=2)=[CH:6][CH:5]=1.[CH3:29][S:30](Cl)(=[O:32])=[O:31]>ClCCl.C(N(CC)CC)C>[CH3:2][O:3][C:4]1[CH:5]=[CH:6][C:7]([C:10]2[N:14]([C:15]3[CH:24]=[CH:23][C:18]([O:19][CH2:20][CH2:21][NH:22][S:30]([CH3:29])(=[O:32])=[O:31])=[CH:17][CH:16]=3)[N:13]=[C:12]([C:25]([F:28])([F:26])[F:27])[CH:11]=2)=[CH:8][CH:9]=1 |f:0.1|. Reported procedure: To a solution of 2-{4-[5-(4-methoxyphenyl)-3-(trifluoromethyl)-1-H-pyrazol-1-yl]phenoxy}ethanamine hydrochloride obtained by Example 96 (100 mg) in dichloromethane (5 ml) and triethylamine (0.1 ml) was added dropwise methanesulfonyl chloride (38 μl) at room temperature. Starting materials: C(C)N(C(C)C)C(C)C (N-Ethyldiisopropylamine), ClCCl (dichloromethane), Cl.Cl.CN1C(C=CC2=CC(=CC=C12)OCCCCCNCCC=1C=NC=CC1)=O (1-methyl-6-[5-(2-pyridin-3-ylethylamino)pentyloxy]-1H-quinolin-2-one dihydrochloride), C1(=CC=CC=C1)N=C=O (Phenylisocyanate). Run in C1(=CC=CC=C1)C (toluene). Run at time 5 minute. Yields the product Cl.CN1C(C=CC2=CC(=CC=C12)OCCCCCN(C(=O)NC1=CC=CC=C1)CCC=1C=NC=CC1)=O (1-[5-(1-Methyl-2-oxo-1,2-dihydro-quinolin-6-yloxy)-pentyl]-3-phenyl-1-(2-pyridin-3-yl-ethyl)-urea hydrochloride). RXN SMILES: C(N(C(C)C)C(C)C)C.[Cl:10]CCl.Cl.Cl.[CH3:15][N:16]1[C:25]2[C:20](=[CH:21][C:22]([O:26][CH2:27][CH2:28][CH2:29][CH2:30][CH2:31][NH:32][CH2:33][CH2:34][C:35]3[CH:36]=[N:37][CH:38]=[CH:39][CH:40]=3)=[CH:23][CH:24]=2)[CH:19]=[CH:18][C:17]1=[O:41].[C:42]1([N:48]=[C:49]=[O:50])[CH:47]=[CH:46][CH:45]=[CH:44][CH:43]=1>C1(C)C=CC=CC=1>[ClH:10].[CH3:15][N:16]1[C:25]2[C:20](=[CH:21][C:22]([O:26][CH2:27][CH2:28][CH2:29][CH2:30][CH2:31][N:32]([CH2:33][CH2:34][C:35]3[CH:36]=[N:37][CH:38]=[CH:39][CH:40]=3)[C:49]([NH:48][C:42]3[CH:47]=[CH:46][CH:45]=[CH:44][CH:43]=3)=[O:50])=[CH:23][CH:24]=2)[CH:19]=[CH:18][C:17]1=[O:41] |f:2.3.4,7.8|. Reported procedure: N-Ethyldiisopropylamine (0.192 ml) was added to a dichloromethane solution(5 ml) of 1-methyl-6-[5-(2-pyridin-3-ylethylamino)pentyloxy]-1H-quinolin-2-one dihydrochloride (219 mg). The mixture was stirred at room temperature for 5 minutes. The reaction mixture was condensed under reduced pressure. Phenylisocyanate(0.065 ml) and toluene(2 ml) were added to the residue. The mixture was stirred at 100° C. for 1 hour. The reaction mixture was purified by NH silica gel column chromatography (ethyl acet... Solvent: CO (methanol). Run at time 15 minute. The reactants are [H][H] (hydrogen), FC1=C(C=CC(=C1F)O)N=NC1=CC=CC=C1 ((2,3-difluoro-4-hydroxyphenyl)-phenyldiazene), C (charcoal). RXN SMILES: [F:1][C:2]1[C:7]([F:8])=[C:6]([OH:9])[CH:5]=[CH:4][C:3]=1[N:10]=NC1C=CC=CC=1.[H][H].C>CO>[OH:9][C:6]1[CH:5]=[CH:4][C:3]([NH2:10])=[C:2]([F:1])[C:7]=1[F:8]. The product is OC1=C(C(=C(N)C=C1)F)F (4-hydroxy-2,3-difluoroaniline). The yield is 91.9%. Procedure: At room temperature, 3.5 g (0.015 mol) of (2,3-difluoro-4-hydroxyphenyl)-phenyldiazene are dissolved in 30 ml of methanol in a 100 ml three-neck flask fitted with internal thermometer, stirrer and gas inlet tube. The flask is flushed with argon, and 1.5 g of Raney nickel and 25 μl of bis(2-hydroxyethyl) sulphide are then added. 692 ml of hydrogen (0.03 mol) are then applied at room temperature with a pressure of about 1 bar. The reaction mixture is admixed with activated charcoal, stirred for a ... The reactants are COc1ccc(CN(Cc2ccc(OC)cc2)c2ncc(-c3nc(N4CCOCC4)nc4c3CCN4)cn2)cc1, Cc1cc(N)n(-c2ccccc2)n1, COc1ccc(CN(Cc2ccc(OC)cc2)c2ncc(-c3nc(N4CCOCC4)nc4c3CCN4C(=O)Nc3cc(C)nn3-c3ccccc3)cn2)cc1. The product is Cc1cc(NC(=O)N2CCc3c(-c4cnc(N)nc4)nc(N4CCOCC4)nc32)n(-c2ccccc2)n1. RXN SMILES: [CH3:1][O:2][c:3]1[cH:4][cH:5][c:6]([CH2:7][N:8]([CH2:9][c:10]2[cH:11][cH:12][c:13]([O:14][CH3:15])[cH:16][cH:17]2)[c:18]2[n:19][cH:20][c:21](-[c:22]3[c:23]4[c:27]([n:28][c:29]([N:30]5[CH2:31][CH2:32][O:33][CH2:34][CH2:35]5)[n:36]3)[NH:26][CH2:25][CH2:24]4)[cH:37][n:38]2)[cH:39][cH:40]1.[CH3:41][c:42]1[cH:43][c:44]([NH2:45])[n:46](-[c:47]2[cH:48][cH:49][cH:50][cH:51][cH:52]2)[n:53]1.[CH3:54][c:55]1[cH:56][c:57]([NH:66][C:67](=[O:68])[N:69]2[CH2:70][CH2:71][c:72]3[c:73]2[n:74][c:75]([N:103]2[CH2:104][CH2:105][O:106][CH2:107][CH2:108]2)[n:76][c:77]3-[c:78]2[cH:79][n:80][c:81]([N:84]([CH2:85][c:86]3[cH:87][cH:88][c:89]([O:90][CH3:91])[cH:92][cH:93]3)[CH2:94][c:95]3[cH:96][cH:97][c:98]([O:99][CH3:100])[cH:101][cH:102]3)[n:82][cH:83]2)[n:58](-[c:60]2[cH:61][cH:62][cH:63][cH:64][cH:65]2)[n:59]1>>[CH3:54][c:55]1[cH:56][c:57]([NH:66][C:67](=[O:68])[N:69]2[CH2:70][CH2:71][c:72]3[c:73]2[n:74][c:75]([N:103]2[CH2:104][CH2:105][O:106][CH2:107][CH2:108]2)[n:76][c:77]3-[c:78]2[cH:79][n:80][c:81]([NH2:84])[n:82][cH:83]2)[n:58](-[c:60]2[cH:61][cH:62][cH:63][cH:64][cH:65]2)[n:59]1.